This data is from the Open Reaction Database (ORD), a public repository of structured organic reaction records. The task is: describe an organic reaction: reactants, conditions, products, and yield The reactants are O=C([O-])O, CNOC, CCN=C=NCCCN(C)C, COc1cc(C(=O)O)ccc1C(F)(F)F, CCN(C(C)C)C(C)C, ClCCl, Cl, Cl, [Na+], On1nnc2ccccc21. Product: COc1cc(C(=O)N(C)OC)ccc1C(F)(F)F. RXN SMILES: [C:52](=[O:53])([O-:54])[OH:55].[CH3:2][NH:3][O:4][CH3:5].[CH3:32][N:33]([CH3:34])[CH2:35][CH2:36][CH2:37][N:38]=[C:39]=[N:40][CH2:41][CH3:42].[CH3:6][O:7][c:8]1[cH:9][c:10]([C:11](=[O:12])[OH:13])[cH:14][cH:15][c:16]1[C:17]([F:18])([F:19])[F:20].[CH:43]([N:44]([CH2:45][CH3:46])[CH:47]([CH3:48])[CH3:49])([CH3:50])[CH3:51].[Cl:57][CH2:58][Cl:59].[ClH:1].[ClH:31].[Na+:56].[OH:21][n:22]1[c:23]2[cH:24][cH:25][cH:26][cH:27][c:28]2[n:29][n:30]1>>[CH3:2][N:3]([O:4][CH3:5])[C:11]([c:10]1[cH:9][c:8]([O:7][CH3:6])[c:16]([C:17]([F:18])([F:19])[F:20])[cH:15][cH:14]1)=[O:13]. Reactants: BrCC(=O)C1=CC=CC=C1 (2-Bromo-1-phenyl-ethanone), NC(=S)N (thiourea). Solvent: CO (methanol). Conditions: time 8 hour. Yields the product C1(=CC=CC=C1)C=1N=C(SC1)N (4-Phenyl-thiazol-2-ylamine). Yield: 95.3%. Reaction SMILES: Br[CH2:2][C:3]([C:5]1[CH:10]=[CH:9][CH:8]=[CH:7][CH:6]=1)=O.[NH2:11][C:12]([NH2:14])=[S:13]>CO>[C:5]1([C:3]2[N:11]=[C:12]([NH2:14])[S:13][CH:2]=2)[CH:10]=[CH:9][CH:8]=[CH:7][CH:6]=1. Procedure details: 2-Bromo-1-phenyl-ethanone (19.9 g, 0.100 mol) and thiourea (7.9 g, 0.10 mol) were mixed in a 150 mL of methanol. The reaction mixture was warmed to dissolve the reagents and then allowed to stir overnight at room temperature. The methanol was evaporated to dryness and the crude product was dissolved in a minimum of ethyl acetate. The crude product was then extracted twice with 1M sodium hydroxide and once with a saturated aqueous solution of sodium chloride. The organic layer was then dried over... Starting materials: COC(=O)c1sc(-n2cnc3cc(Br)ccc32)cc1O, CC(O)c1cccc(OC2CCN(C(=O)OC(C)(C)C)CC2)c1Cl. The product is COC(=O)c1sc(-n2cnc3cc(Br)ccc32)cc1OC(C)c1cccc(OC2CCN(C(=O)OC(C)(C)C)CC2)c1Cl. Reaction SMILES: [Br:1][c:2]1[cH:3][c:4]2[c:5]([n:6](-[c:9]3[cH:10][c:11]([OH:18])[c:12]([C:14](=[O:15])[O:16][CH3:17])[s:13]3)[cH:7][n:8]2)[cH:19][cH:20]1.[Cl:21][c:22]1[c:23]([O:31][CH:32]2[CH2:33][CH2:34][N:35]([C:38](=[O:39])[O:40][C:41]([CH3:42])([CH3:43])[CH3:44])[CH2:36][CH2:37]2)[cH:24][cH:25][cH:26][c:27]1[CH:28]([CH3:29])[OH:30]>>[Br:1][c:2]1[cH:3][c:4]2[c:5]([n:6](-[c:9]3[cH:10][c:11]([O:18][CH:28]([c:27]4[c:22]([Cl:21])[c:23]([O:31][CH:32]5[CH2:33][CH2:34][N:35]([C:38](=[O:39])[O:40][C:41]([CH3:42])([CH3:43])[CH3:44])[CH2:36][CH2:37]5)[cH:24][cH:25][cH:26]4)[CH3:29])[c:12]([C:14](=[O:15])[O:16][CH3:17])[s:13]3)[cH:7][n:8]2)[cH:19][cH:20]1. Starting materials: COC(=O)C=1NNN(C1COC12CC3CC(CC(C1)C3)C2)C2CCCCCC2 (5-(Adamantan-1-yloxymethyl)-1-cycloheptyl-3H-[1,2,3]triazole-4-carboxylic acid methyl ester), COC(C1=CC(=CC=C1)NC(=O)C1=NN(N=C1COC1=CC=CC=C1)C1=C(C=CC=C1Cl)Cl)=O (3-{[2-(2,6-Dichloro-phenyl)-5-phenoxymethyl-2H-[1,2,3]triazole-4-carbonyl]-amino}-benzoic acid methyl ester), methyl ester. Yields the product C12(CC3CC(CC(C1)C3)C2)OCC2=C(NNN2C2CCCCCC2)C(=O)NC=2C=C(C(=O)O)C=CC2 (3-{[5-(adamantan-1-yloxymethyl)-1-cycloheptyl-3H-[1,2,3]triazole-4-carbonyl]-amino}-benzoic acid). As a reaction SMILES: CO[C:3]([C:5]1[NH:6][NH:7][N:8]([CH:22]2[CH2:28][CH2:27][CH2:26][CH2:25][CH2:24][CH2:23]2)[C:9]=1[CH2:10][O:11][C:12]12[CH2:21][CH:16]3[CH2:17][CH:18]([CH2:20][CH:14]([CH2:15]3)[CH2:13]1)[CH2:19]2)=[O:4].C[O:30][C:31](=[O:62])[C:32]1[CH:37]=[CH:36][CH:35]=[C:34]([NH:38]C(C2C(COC3C=CC=CC=3)=NN(C3C(Cl)=CC=CC=3Cl)N=2)=O)[CH:33]=1>>[C:12]12([O:11][CH2:10][C:9]3[N:8]([CH:22]4[CH2:28][CH2:27][CH2:26][CH2:25][CH2:24][CH2:23]4)[NH:7][NH:6][C:5]=3[C:3]([NH:38][C:34]3[CH:33]=[C:32]([CH:37]=[CH:36][CH:35]=3)[C:31]([OH:62])=[O:30])=[O:4])[CH2:13][CH:14]3[CH2:15][CH:16]([CH2:17][CH:18]([CH2:20]3)[CH2:19]1)[CH2:21]2. Reported procedure: 5-(Adamantan-1-yloxymethyl)-1-cycloheptyl-3H-[1,2,3]triazole-4-carboxylic acid methyl ester was converted to the corresponding acid (as in Example 28, step c) which was then coupled to methyl 3-aminobenzoate (as in Example 28, step d). Hydrolysis of the methyl ester (as in Example 28, step e) resulted in the preparation of 3-{[5-(adamantan-1-yloxymethyl)-1-cycloheptyl-3H-[1,2,3]triazole-4-carbonyl]-amino}-benzoic acid. 1H NMR (d6-DMSO) 12.91 (1H, s), 10.62 (1H, s), 8.51 (1H, m), 7.98-7.95 (1H, m... The reactants are FC1=CC=C(C=C1)S(=O)(=O)Cl (4-fluorobenzenesulfonyl chloride), C(=O)(C(F)(F)F)O (TFA), ClC1=CNC2=CC=C3C(=C12)CN(CCO3)C(=O)OC(C)(C)C (tert-Butyl 10-chloro-1,3,4,8-tetrahydro-2H-[1,4]oxazepino[6,7-e]indole-2-carboxylate), ClC1=CNC2=CC=C3C(=C12)CN(CCO3)C(=O)OC(C)(C)C (tert-Butyl 10-chloro-1,3,4,8-tetrahydro-2H-[1,4]oxazepino[6,7-e]indole-2-carboxylate), [H-].[Na+] (sodium hydride). The solvent is CN(C)C=O (DMF). Run at temperature 50 celsius, time 10 minute. The product is FC(C(=O)O)(F)F.ClC1=CN(C2=CC=C3C(=C12)CNCCO3)S(=O)(=O)C3=CC=C(C=C3)F (10-Chloro-8-[(4-fluorophenyl)sulfonyl]-1,3,4,8-tetrahydro-2H-[1,4]oxazepino[6,7-e]indole trifluoroacetate). RXN SMILES: [Cl:1][C:2]1[C:10]2[C:5](=[CH:6][CH:7]=[C:8]3[O:15][CH2:14][CH2:13][N:12](C(OC(C)(C)C)=O)[CH2:11][C:9]3=2)[NH:4][CH:3]=1.[H-].[Na+].[F:25][C:26]1[CH:31]=[CH:30][C:29]([S:32](Cl)(=[O:34])=[O:33])=[CH:28][CH:27]=1.[C:36]([OH:42])([C:38]([F:41])([F:40])[F:39])=[O:37]>CN(C=O)C>[F:39][C:38]([F:41])([F:40])[C:36]([OH:42])=[O:37].[Cl:1][C:2]1[C:10]2[C:5](=[CH:6][CH:7]=[C:8]3[O:15][CH2:14][CH2:13][NH:12][CH2:11][C:9]3=2)[N:4]([S:32]([C:29]2[CH:30]=[CH:31][C:26]([F:25])=[CH:27][CH:28]=2)(=[O:34])=[O:33])[CH:3]=1 |f:1.2,6.7|. Procedure: tert-Butyl 10-chloro-1,3,4,8-tetrahydro-2H-[1,4]oxazepino[6,7-e]indole-2-carboxylate (Intermediate 20, 10 mg, 0.031 mmol) was dissolved in dry DMF (1 mL) and sodium hydride (60% in mineral oil, 2.5 mg, 0.062 mmol) was added all in one portion. The mixture was stirred for 10 minutes at room temperature before 4-fluorobenzenesulfonyl chloride (12 mg, 0.062 mmol) was added. The reaction mixture was stirred for 10 minutes, and TFA (1 mL) was added dropwise. The reaction mixture was heated at 50° C. ... Reactants: CC=1C=C(C=NC1OCC(F)(F)F)C(C)N1CC=2C(=NC=CC2C1=O)C(=O)OC1=CC=CC=C1 (phenyl 2-(1-(5-methyl-6-(2,2,2-trifluoroethoxy)pyridin-3-yl)ethyl)-1-oxo-2,3-dihydro-1H-pyrrolo[3,4-c]pyridine-4-carboxylate), N[C@H](CO)C ((S)-2-aminopropan-1-ol). Run in C1CCOC1 (THF). Conditions: temperature 90 celsius. Yields the product OC[C@H](C)NC(=O)C1=NC=CC2=C1CN(C2=O)C(C)C=2C=NC(=C(C2)C)OCC(F)(F)F (N—((S)-1-hydroxypropan-2-yl)-2-(1-(5-methyl-6-(2,2,2-trifluoroethoxy)pyridin-3-yl)ethyl)-1-oxo-2,3-dihydro-1H-pyrrolo[3,4-c]pyridine-4-carboxamide). The yield is 52.0%. RXN SMILES: [CH3:1][C:2]1[CH:3]=[C:4]([CH:14]([N:16]2[C:24](=[O:25])[C:23]3[CH:22]=[CH:21][N:20]=[C:19]([C:26](OC4C=CC=CC=4)=[O:27])[C:18]=3[CH2:17]2)[CH3:15])[CH:5]=[N:6][C:7]=1[O:8][CH2:9][C:10]([F:13])([F:12])[F:11].[NH2:35][C@@H:36]([CH3:39])[CH2:37][OH:38]>C1COCC1>[OH:38][CH2:37][C@@H:36]([NH:35][C:26]([C:19]1[C:18]2[CH2:17][N:16]([CH:14]([C:4]3[CH:5]=[N:6][C:7]([O:8][CH2:9][C:10]([F:13])([F:11])[F:12])=[C:2]([CH3:1])[CH:3]=3)[CH3:15])[C:24](=[O:25])[C:23]=2[CH:22]=[CH:21][N:20]=1)=[O:27])[CH3:39]. Procedure: A mixture of phenyl 2-(1-(5-methyl-6-(2,2,2-trifluoroethoxy)pyridin-3-yl)ethyl)-1-oxo-2,3-dihydro-1H-pyrrolo[3,4-c]pyridine-4-carboxylate (20 mg, 0.042 mmol, Intermediate-91, single enantiomer) and (S)-2-aminopropan-1-ol in THF (1.0 mL) is heated at 90° C. overnight. The reaction mixture is concentrated. The residue is purified by preparative LC-MS to give 9.9 mg (52% yield) of the title compound.